The task is: describe an organic reaction: reactants, conditions, products, and yield. This data is from the Open Reaction Database (ORD), a public repository of structured organic reaction records. The reactants are C=O, CC(=O)O, CON=Cc1cc(N2C(=O)C3=C(CCCC3)C2=O)c(Cl)cc1Cl, Cl. Yields the product O=Cc1cc(N2C(=O)C3=C(CCCC3)C2=O)c(Cl)cc1Cl. RXN SMILES: [CH2:1]=[O:2].[CH3:27][C:28](=[O:29])[OH:30].[CH3:4][O:5][N:6]=[CH:7][c:8]1[c:9]([Cl:26])[cH:10][c:11]([Cl:25])[c:12]([N:14]2[C:15](=[O:24])[C:16]3=[C:21]([CH2:20][CH2:19][CH2:18][CH2:17]3)[C:22]2=[O:23])[cH:13]1.[ClH:3]>>[CH:1](=[O:2])[c:8]1[c:9]([Cl:26])[cH:10][c:11]([Cl:25])[c:12]([N:14]2[C:15](=[O:24])[C:16]3=[C:21]([CH2:20][CH2:19][CH2:18][CH2:17]3)[C:22]2=[O:23])[cH:13]1. Reactants: BrC1=C(C=C(C=C1)C(F)(F)F)S(=O)(=O)N1CCN(CC1)C (1-((2-bromo-5-(trifluoromethyl)phenyl)sulfonyl)-4-methylpiperazine), FC1=C(C=CC(=C1)B1OC(C(O1)(C)C)(C)C)C=1C=NC(=NC1)N (5-(2-fluoro-4-(4,4,5,5-tetramethyl-1,3,2-dioxaborolan-2-yl)phenyl)pyrimidin-2-amine). Yields the product FC=1C=C(C=CC1C=1C=NC(=NC1)N)C1=C(C=C(C=C1)C(F)(F)F)S(=O)(=O)N1CCN(CC1)C (5-{3-Fluoro-2′-[(4-methylpiperazin-1-yl)sulfonyl]-4′-(trifluoromethyl)biphenyl-4-yl}pyrimidin-2-amine). RXN SMILES: Br[C:2]1[CH:7]=[CH:6][C:5]([C:8]([F:11])([F:10])[F:9])=[CH:4][C:3]=1[S:12]([N:15]1[CH2:20][CH2:19][N:18]([CH3:21])[CH2:17][CH2:16]1)(=[O:14])=[O:13].[F:22][C:23]1[CH:28]=[C:27](B2OC(C)(C)C(C)(C)O2)[CH:26]=[CH:25][C:24]=1[C:38]1[CH:39]=[N:40][C:41]([NH2:44])=[N:42][CH:43]=1>>[F:22][C:23]1[CH:28]=[C:27]([C:2]2[CH:7]=[CH:6][C:5]([C:8]([F:11])([F:10])[F:9])=[CH:4][C:3]=2[S:12]([N:15]2[CH2:20][CH2:19][N:18]([CH3:21])[CH2:17][CH2:16]2)(=[O:14])=[O:13])[CH:26]=[CH:25][C:24]=1[C:38]1[CH:43]=[N:42][C:41]([NH2:44])=[N:40][CH:39]=1. Reported procedure: The title compound was prepared in a manner similar to that described in Example 88 using 1-((2-bromo-5-(trifluoromethyl)phenyl)sulfonyl)-4-methylpiperazine and 5-(2-fluoro-4-(4,4,5,5-tetramethyl-1,3,2-dioxaborolan-2-yl)phenyl)pyrimidin-2-amine. MS (ESI): mass calcd. for C22H21F4N5O2S, 495.14; m/z found, 496.0 [M+H]+. 1H NMR (500 MHz, CD3OD) δ 8.63-8.61 (d, J=1.4, 2H), 8.40-8.37 (d, J=1.4, 1H), 8.10-8.05 (m, 1H), 7.70-7.67 (d, J=8.0, 1H), 7.67-7.63 (m, 1H), 7.46-7.30 (m, 2H), 2.86 (s, 3H), 3.83-... The reactants are Cn1cncc1C(O)(c1ccc(Cl)cc1)c1ccc(NC(=O)CBr)c(C(O)c2cccc(Cl)c2)c1, CC(C)O, [K]. Yields the product Cn1cncc1C(O)(c1ccc(Cl)cc1)c1ccc2c(c1)C(c1cccc(Cl)c1)OCC(=O)N2. RXN SMILES: [Br:2][CH2:3][C:4](=[O:5])[NH:6][c:7]1[c:8]([CH:28]([OH:29])[c:30]2[cH:31][c:32]([Cl:36])[cH:33][cH:34][cH:35]2)[cH:9][c:10]([C:13]([c:14]2[cH:15][n:16][cH:17][n:18]2[CH3:19])([OH:20])[c:21]2[cH:22][cH:23][c:24]([Cl:27])[cH:25][cH:26]2)[cH:11][cH:12]1.[CH3:37][CH:38]([OH:39])[CH3:40].[K:1]>>[CH2:3]1[C:4](=[O:5])[NH:6][c:7]2[c:8]([cH:9][c:10]([C:13]([c:14]3[cH:15][n:16][cH:17][n:18]3[CH3:19])([OH:20])[c:21]3[cH:22][cH:23][c:24]([Cl:27])[cH:25][cH:26]3)[cH:11][cH:12]2)[CH:28]([c:30]2[cH:31][c:32]([Cl:36])[cH:33][cH:34][cH:35]2)[O:29]1.